describe an organic reaction: reactants, conditions, products, and yield From a dataset of the Open Reaction Database (ORD), a public repository of structured organic reaction records. Yields the product NC1=NC=C(C(=N1)N)CC1=CC(=C(C2=C1C=CC(O2)C)OC)OC (2,4-Diamino-5-(7,8-dimethoxy-2-methyl-2H-1-benzopyran-5-ylmethyl)pyrimidin). The solvent is C(C)N(C1=CC=CC=C1)CC (N,N-diethylaniline). Reactants: NC1=NC=C(C(=N1)N)CC1=CC(=C(C(=C1)OC(C#C)C)OC)OC (2,4-diamino-5-[3,4-dimethoxy-5-(1-methyl-2-propynyloxy)benzyl]pyrimidine). Procedure: A solution of 2,4-diamino-5-[3,4-dimethoxy-5-(1-methyl-2-propynyloxy)benzyl]pyrimidine (4.28 g, 13.0 mmol) in N,N-diethylaniline (200 mL) was refluxed under nitrogen for 0.5 hr. The hot solution was filtered to remove dark tarry material. The filtrate was cooled and diluted with hexanes (200 mL). The precipitate (3.8 g) was recrystallized from ethanol to give title compound as off-white powder (1.56 g, 37%); mp 219°-221° dec. Anal. Calcd for C17H20N4O3 : C, 62.18; H, 6.14; N, 17.06. Found: C, 61... The yield is 36.5%. RXN SMILES: [NH2:1][C:2]1[N:7]=[C:6]([NH2:8])[C:5]([CH2:9][C:10]2[CH:15]=[C:14]([O:16][CH:17]([CH3:20])[C:18]#[CH:19])[C:13]([O:21][CH3:22])=[C:12]([O:23][CH3:24])[CH:11]=2)=[CH:4][N:3]=1>C(N(CC)C1C=CC=CC=1)C>[NH2:1][C:2]1[N:7]=[C:6]([NH2:8])[C:5]([CH2:9][C:10]2[C:15]3[CH:19]=[CH:18][CH:17]([CH3:20])[O:16][C:14]=3[C:13]([O:21][CH3:22])=[C:12]([O:23][CH3:24])[CH:11]=2)=[CH:4][N:3]=1. Reactants: COC=1C=C2C(=NC(=NC2=CC1OC)N1CCOCC1)N1CCC(CC1)CCN1C(NC2=CC=C(C=C2C1=O)C)=O (3-{2-[1-(6,7-Dimethoxy-2-morpholino-4-quinazolinyl)-4-piperidinyl]ethyl}-1,2,3,4-tetrahydro-6-methyl-2,4-dioxoquinazoline), [Cl-].[NH4+] (ammonium chloride), [H-].[Na+] (sodium hydride), CI (methyl iodide). Solvent: CN(C=O)C (dimethylformamide). Conditions: time 1 hour. The product is COC=1C=C2C(=NC(=NC2=CC1OC)N1CCOCC1)N1CCC(CC1)CCN1C(N(C2=CC=C(C=C2C1=O)C)C)=O (3-{2-[1-(6,7-Dimethoxy-2-morpholino-4-quinazolinyl)-4-piperidinyl]ethyl}-1,2,3,4-tetrahydro-1,6-dimethyl-2,4-dioxoquinazoline). Yield: 47.2%. Reaction SMILES: [CH3:1][O:2][C:3]1[CH:4]=[C:5]2[C:10](=[CH:11][C:12]=1[O:13][CH3:14])[N:9]=[C:8]([N:15]1[CH2:20][CH2:19][O:18][CH2:17][CH2:16]1)[N:7]=[C:6]2[N:21]1[CH2:26][CH2:25][CH:24]([CH2:27][CH2:28][N:29]2[C:38](=[O:39])[C:37]3[C:32](=[CH:33][CH:34]=[C:35]([CH3:40])[CH:36]=3)[NH:31][C:30]2=[O:41])[CH2:23][CH2:22]1.[H-].[Na+].[CH3:44]I.[Cl-].[NH4+]>CN(C)C=O>[CH3:1][O:2][C:3]1[CH:4]=[C:5]2[C:10](=[CH:11][C:12]=1[O:13][CH3:14])[N:9]=[C:8]([N:15]1[CH2:16][CH2:17][O:18][CH2:19][CH2:20]1)[N:7]=[C:6]2[N:21]1[CH2:26][CH2:25][CH:24]([CH2:27][CH2:28][N:29]2[C:38](=[O:39])[C:37]3[C:32](=[CH:33][CH:34]=[C:35]([CH3:40])[CH:36]=3)[N:31]([CH3:44])[C:30]2=[O:41])[CH2:23][CH2:22]1 |f:1.2,4.5|. Procedure details: In 5 ml of dimethylformamide was suspended 350 mg (0.7 mmol) of Compound 29 obtained in Example 29, and 42 mg (1.05 mmol) of 60% sodium hydride and 0.1 ml (1.54 mmol) of methyl iodide were added to the suspension. The mixture was stirred at room temperature for one hour, and then a saturated aqueous solution of ammonium chloride was added thereto to stop the reaction. After extraction with ethyl acetate, the organic layer was washed and dried. The solvent was evaporated under reduced pressure, a... Starting materials: BrC1=C(C(=O)C(C(=O)OCC)=CN(C)C)C=C(C(=C1)F)F (Ethyl 2-(2-bromo-4,5-difluorobenzoyl)-3-dimethylaminoacrylate), FC1=C(N)C=CC(=C1)OC (2-fluoro-4-methoxyaniline). Run in C1=CC=CC=C1 (benzene). Reaction conditions: time 2 hour. The product is FC=1C=C2C(C(=CN(C2=CC1F)C1=C(C=C(C=C1)OC)F)C(=O)OCC)=O (ethyl 6,7-difluoro-1-(2-fluoro-4-methoxyphenyl)-1,4-dihydro-4-oxoquinoline-3-carboxylate). The yield is 52.0%. RXN SMILES: Br[C:2]1[CH:19]=[C:18]([F:20])[C:17]([F:21])=[CH:16][C:3]=1[C:4]([C:6](=[CH:12][N:13]([CH3:15])C)[C:7]([O:9][CH2:10][CH3:11])=[O:8])=[O:5].[F:22][C:23]1[CH:29]=[C:28]([O:30][CH3:31])[CH:27]=[CH:26]C=1N>C1C=CC=CC=1>[F:21][C:17]1[CH:16]=[C:3]2[C:2](=[CH:19][C:18]=1[F:20])[N:13]([C:15]1[CH:26]=[CH:27][C:28]([O:30][CH3:31])=[CH:29][C:23]=1[F:22])[CH:12]=[C:6]([C:7]([O:9][CH2:10][CH3:11])=[O:8])[C:4]2=[O:5]. Procedure: Ethyl 2-(2-bromo-4,5-difluorobenzoyl)-3-dimethylaminoacrylate (1.09 g) and 2-fluoro-4-methoxyaniline (0.51 g) are dissolved in benzene (10 ml), and the mixture is allowed to stand at room temperature for 2 hours. The reaction mixture is washed with diluted hydrochloric acid and saturated aqueous sodium chloride, and dried over sodium sulfate. After distilling off the solvent, the residue is dissolved in anhydrous dioxane (20 ml) and thereto is added 60% sodium hydride (0.14 g). The mixture is st... The reactants are C[Li] (methyllithium), S(=O)(=O)(C1=CC=C(C)C=C1)N=[N+]=[N-] (tosylazide), C[Si](Cl)(C)C (trimethylchlorosilane), C(C)(C)NC(C)C (diisopropylamine), C(=O)=O.CC(=O)C (dry-ice acetone), bicyclic azetidinone. Solvent: C1CCOC1 (THF), C1CCOC1 (THF), C1CCOC1 (THF). Conditions: temperature -50 celsius, time 1 hour. The product is N(=[N+]=[N-])C1C2CCOC(N2C1=O)(C)C (7-azido-8-oxo-2,2-dimethyl-3-oxa-1-azabicyclo[4.2.0]octane), II. Reaction SMILES: [CH:1]([NH:4][CH:5]([CH3:7])[CH3:6])([CH3:3])[CH3:2].C[Li].S([N:20]=[N+:21]=[N-:22])(C1C=CC(C)=CC=1)(=O)=O.C[Si](C)(C)Cl.[C:28](=[O:30])=O.C[C:32](C)=[O:33]>C1COCC1>[N:20]([CH:6]1[C:28](=[O:30])[N:4]2[CH:5]1[CH2:7][CH2:32][O:33][C:1]2([CH3:3])[CH3:2])=[N+:21]=[N-:22] |f:4.5|. Procedure: A solution of 1.54 ml (11 mmoles) of diisopropylamine in 30 ml of dry THF is cooled to -78° C. in dry-ice/acetone bath; 6.11 ml (11 mmoles) of 1.8 M methyllithium is added dropwise under nitrogen. The resulting solution is stirred at the same temperature for 1 hour; 1.55 g (10 mmol) of the bicyclic azetidinone I in 10 ml of dry THF is added dropwise. The mixture is stirred for 1 hr at -78° C. Then 2.17 g (11 mmoles) of tosylazide in 5 ml of dry THF is added dropwise. The resulting mixture is war... Starting materials: [Br-], O=C([O-])[O-], CCCC[N+](CCCC)(CCCC)CCCC, CCC(C)=O, O=Cc1ccc(O)cc1O, Cl, [I-], [K+], [K+], [K+], ClCc1cccnc1. Product: O=Cc1ccc(OCc2cccnc2)cc1O. Reaction SMILES: [Br-:28].[C:20](=[O:21])([O-:22])[O-:23].[CH2:29]([N+:30]([CH2:31][CH2:32][CH2:33][CH3:34])([CH2:35][CH2:36][CH2:37][CH3:38])[CH2:39][CH2:40][CH2:41][CH3:42])[CH2:43][CH2:44][CH3:45].[CH2:46]([C:47]([CH3:48])=[O:49])[CH3:50].[CH:1](=[O:2])[c:3]1[cH:4][cH:5][c:6]([OH:7])[cH:8][c:9]1[OH:10].[ClH:11].[I-:27].[K+:24].[K+:25].[K+:26].[cH:12]1[c:13]([CH2:18][Cl:19])[cH:14][cH:15][cH:16][n:17]1>>[CH:1](=[O:2])[c:3]1[cH:4][cH:5][c:6]([O:7][CH2:18][c:13]2[cH:12][n:17][cH:16][cH:15][cH:14]2)[cH:8][c:9]1[OH:10]. Reactants: C(C)(=O)O[BH-](OC(C)=O)OC(C)=O.[Na+] (sodium triacetoxyborohydride), C(=O)(OC(C)(C)C)N1CC(CC1)=O (N-boc-3-pyrrolidinone), C(C)(=O)O[BH-](OC(C)=O)OC(C)=O.[Na+] (sodium triacetoxyborohydride), S1C2=C(NCC1)C=CC=C2 (3,4-dihydro-2H-benzo[b][1,4]thiazine), C(=O)(OC(C)(C)C)N1CC(CC1)=O (N-boc-3-pyrrolidinone), C(C)(=O)O (acetic acid). The solvent is ClCCCl (1,2-dichloroethane). Run at temperature 0 celsius, time 11 hour. The product is S1C2=C(N(CC1)C1CN(CC1)C(=O)OC(C)(C)C)C=CC=C2 (tert-Butyl 3-(2H-benzo[b][1,4]thiazin-4(3H)-yl)pyrrolidine-1-carboxylate). Yield: 19.4%. Reaction SMILES: [S:1]1[CH2:6][CH2:5][NH:4][C:3]2[CH:7]=[CH:8][CH:9]=[CH:10][C:2]1=2.[C:11]([N:18]1[CH2:22][CH2:21][C:20](=O)[CH2:19]1)([O:13][C:14]([CH3:17])([CH3:16])[CH3:15])=[O:12].C(O)(=O)C.C(O[BH-](OC(=O)C)OC(=O)C)(=O)C.[Na+]>ClCCCl>[S:1]1[CH2:6][CH2:5][N:4]([CH:21]2[CH2:20][CH2:19][N:18]([C:11]([O:13][C:14]([CH3:17])([CH3:16])[CH3:15])=[O:12])[CH2:22]2)[C:3]2[CH:7]=[CH:8][CH:9]=[CH:10][C:2]1=2 |f:3.4|. Procedure: A mixture of 3,4-dihydro-2H-benzo[b][1,4]thiazine (1.00 g, 6.61 mmol), N-boc-3-pyrrolidinone (1.34 g, 7.27 mmol), and acetic acid (0.94 mL, 16.52 mmol) in 1,2-dichloroethane (20 mL) was cooled to 0° C. and then treated with solid sodium triacetoxyborohydride (2.10 g, 9.92 mmol). The reaction was brought to room temperature and was stirred for 11 hours. Additional equivalents of each of sodium triacetoxyborohydride (1.40 g, 6.61 mmol) and N-boc-3-pyrrolidinone (1.22 g, 6.61 mmol) were added to th... Product: O=C(O)c1cc2c(Oc3ccc(F)cc3)cccc2[nH]1. As a reaction SMILES: [CH2:1]([CH3:2])[O:3][C:4](=[O:5])[c:6]1[nH:7][c:8]2[cH:9][cH:10][cH:11][c:12]([O:15][c:16]3[cH:17][cH:18][c:19]([F:22])[cH:20][cH:21]3)[c:13]2[cH:14]1.[CH3:25][OH:26].[Li+:24].[OH-:23].[OH2:27]>>[O:3]=[C:4]([OH:5])[c:6]1[nH:7][c:8]2[cH:9][cH:10][cH:11][c:12]([O:15][c:16]3[cH:17][cH:18][c:19]([F:22])[cH:20][cH:21]3)[c:13]2[cH:14]1. Reactants: CCOC(=O)c1cc2c(Oc3ccc(F)cc3)cccc2[nH]1, CO, [Li+], [OH-], O. The reactants are CC(C)(C)C(=O)N1CCN(C2CCC(n3c(=O)[nH]c4ccccc43)CC2)CC1, Cl, [Na+], [OH-]. Yields the product O=c1[nH]c2ccccc2n1C1CCC(N2CCNCC2)CC1. RXN SMILES: [C:1]([C:2](=[O:3])[N:7]1[CH2:8][CH2:9][N:10]([CH:13]2[CH2:14][CH2:15][CH:16]([n:19]3[c:20](=[O:28])[nH:21][c:22]4[c:23]3[cH:24][cH:25][cH:26][cH:27]4)[CH2:17][CH2:18]2)[CH2:11][CH2:12]1)([CH3:4])([CH3:5])[CH3:6].[ClH:31].[Na+:30].[OH-:29]>>[NH:7]1[CH2:8][CH2:9][N:10]([CH:13]2[CH2:14][CH2:15][CH:16]([n:19]3[c:20](=[O:28])[nH:21][c:22]4[c:23]3[cH:24][cH:25][cH:26][cH:27]4)[CH2:17][CH2:18]2)[CH2:11][CH2:12]1.